From a dataset of the Open Reaction Database (ORD), a public repository of structured organic reaction records. describe an organic reaction: reactants, conditions, products, and yield Reaction SMILES: [N:1]1([CH2:6][C@@H:7]([O:14][C:15]2[CH:24]=[CH:23][C:22]3[C:21](=[O:25])[CH2:20][CH2:19][CH2:18][C:17]=3[C:16]=2[CH2:26][S:27]([C:30]2[CH:38]=[CH:37][CH:36]=[CH:35][C:31]=2[C:32](O)=[O:33])(=[O:29])=[O:28])[C:8]2[CH:13]=[CH:12][CH:11]=[CH:10][CH:9]=2)[CH:5]=[CH:4][N:3]=[CH:2]1.[CH3:39][N:40]([CH3:44])[CH2:41][CH2:42][NH2:43]>>[CH3:39][N:40]([CH3:44])[CH2:41][CH2:42][NH:43][C:32](=[O:33])[C:31]1[CH:35]=[CH:36][CH:37]=[CH:38][C:30]=1[S:27]([CH2:26][C:16]1[C:17]2[CH2:18][CH2:19][CH2:20][C:21](=[O:25])[C:22]=2[CH:23]=[CH:24][C:15]=1[O:14][C@@H:7]([C:8]1[CH:9]=[CH:10][CH:11]=[CH:12][CH:13]=1)[CH2:6][N:1]1[CH:5]=[CH:4][N:3]=[CH:2]1)(=[O:29])=[O:28]. The reactants are N1(C=NC=C1)C[C@H](C1=CC=CC=C1)OC1=C(C=2CCCC(C2C=C1)=O)CS(=O)(=O)C1=C(C(=O)O)C=CC=C1 (2-{[(2-{[(1S)-2-(1H-imidazol-1-yl)-1-phenylethyl]oxy}-5-oxo-5,6,7,8-tetrahydro-1-naphthalenyl)methyl]sulfonyl}benzoic acid), CN(CCN)C (2-dimethylaminoethylamine). Isolated yield 33.3%. The product is CN(CCNC(C1=C(C=CC=C1)S(=O)(=O)CC1=C(C=CC=2C(CCCC12)=O)O[C@H](CN1C=NC=C1)C1=CC=CC=C1)=O)C (N-[2-(Dimethylamino)ethyl]-2-{[(2-{[(1S)-2-(1H-imidazol-1-yl)-1-phenylethyl]oxy}-5-oxo-5,6,7,8-tetrahydro-1-naphthalenyl)methyl]sulfonyl}benzamide). Reported procedure: Using the method in Example 172, 2-{[(2-{[(1S)-2-(1H-imidazol-1-yl)-1-phenylethyl]oxy}-5-oxo-5,6,7,8-tetrahydro-1-naphthalenyl)methyl]sulfonyl}benzoic acid (53 mg, 0.10 mmol, 0.20M in DMF) and 2-dimethylaminoethylamine (27 mg, 0.30 mmol, 0.60M in DMF) were combined to give 20 mg of the desired compound: Low resolution mass spectrum (LC-MS, APCI) m/z 601 [M+H]+. Reagents/catalysts: [OH-].[OH-].[Pd+2] (Pearlman's catalyst). Reaction conditions: time 4 hour. The solvent is CO (methanol). The product is C1(CCCC1)C[C@@H](C(=O)N1N=CC[C@H]1C(=O)NC1=NC(=CC=C1)CC)CC(=O)NO ((5S)-1-[(2R)-2-(cyclopentylmethyl)-4-(hydroxyamino)-4-oxobutanoyl]-N-(6-ethyl-2-pyridinyl)-4,5-dihydro-1H-pyrazole-5-carboxamide). The yield is 45.2%. Procedure: (5S)-1-((2R)-2-(Cyclopentylmethyl)-4-oxo-4-{[(phenylmethyl)oxy]amino}butanoyl)-N-(6-ethyl-2-pyridinyl)-4,5-dihydro-1H-pyrazole-5-carboxamide (157 mg, 0.31 mmol) was dissolved in methanol (8 mL), and Pearlman's catalyst (43 mg, 0.06 mmol) was added to the solution. The mixture was stirred under 1 atm of H2 for 4 hours. After 4 hours, the reaction mixture was filtered, and the filtrate was concentrated and purified by Gilson HPLC (Sunfire Column 19×50 mm Flowrate 25 mL/min, 10 min, 5-65% MeCN:H2O)... Starting materials: C1(CCCC1)C[C@@H](C(=O)N1N=CC[C@H]1C(=O)NC1=NC(=CC=C1)CC)CC(NOCC1=CC=CC=C1)=O ((5S)-1-((2R)-2-(Cyclopentylmethyl)-4-oxo-4-{[(phenylmethyl)oxy]amino}butanoyl)-N-(6-ethyl-2-pyridinyl)-4,5-dihydro-1H-pyrazole-5-carboxamide). Reaction SMILES: [CH:1]1([CH2:6][C@H:7]([CH2:26][C:27](=[O:37])[NH:28][O:29]CC2C=CC=CC=2)[C:8]([N:10]2[C@H:14]([C:15]([NH:17][C:18]3[CH:23]=[CH:22][CH:21]=[C:20]([CH2:24][CH3:25])[N:19]=3)=[O:16])[CH2:13][CH:12]=[N:11]2)=[O:9])[CH2:5][CH2:4][CH2:3][CH2:2]1>CO.[OH-].[OH-].[Pd+2]>[CH:1]1([CH2:6][C@H:7]([CH2:26][C:27]([NH:28][OH:29])=[O:37])[C:8]([N:10]2[C@H:14]([C:15]([NH:17][C:18]3[CH:23]=[CH:22][CH:21]=[C:20]([CH2:24][CH3:25])[N:19]=3)=[O:16])[CH2:13][CH:12]=[N:11]2)=[O:9])[CH2:2][CH2:3][CH2:4][CH2:5]1 |f:2.3.4|. The reactants are O.ON1N=NC2=C1C=CC=C2 (1-hydroxybenzotriazole hydrate), C1CCC(CC1)N=C=NC2CCCCC2 (DCC), CC(C)(C)OC(=O)N[C@H](C1=CC=CC=C1)C(=O)O (Boc-D-phenylglycine), Cl.C(C1=CC=CC=C1)OC([C@H]1NCCC1)=O (proline benzyl ester hydrochloride), C(C)(C)N(C(C)C)CC (N,N-diisopropylethylamine). Run in CN(C)C=O (DMF). Conditions: time 3 day. The product is N([C@H](C1=CC=CC=C1)C(=O)N1[C@H](C(=O)OCC2=CC=CC=C2)CCC1)C(=O)OC(C)(C)C (Boc-D-Phg-Pro-OBzl). The yield is 94.7%. Reaction SMILES: [CH3:1][C:2]([O:5][C:6]([NH:8][C@@H:9]([C:16]([OH:18])=O)[C:10]1[CH:15]=[CH:14][CH:13]=[CH:12][CH:11]=1)=[O:7])([CH3:4])[CH3:3].Cl.[CH2:20]([O:27][C:28](=[O:34])[C@@H:29]1[CH2:33][CH2:32][CH2:31][NH:30]1)[C:21]1[CH:26]=[CH:25][CH:24]=[CH:23][CH:22]=1.C(N(CC)C(C)C)(C)C.O.ON1C2C=CC=CC=2N=N1.C1CCC(N=C=NC2CCCCC2)CC1>CN(C=O)C>[NH:8]([C:6]([O:5][C:2]([CH3:1])([CH3:3])[CH3:4])=[O:7])[C@@H:9]([C:16]([N:30]1[CH2:31][CH2:32][CH2:33][C@H:29]1[C:28]([O:27][CH2:20][C:21]1[CH:22]=[CH:23][CH:24]=[CH:25][CH:26]=1)=[O:34])=[O:18])[C:10]1[CH:11]=[CH:12][CH:13]=[CH:14][CH:15]=1 |f:1.2,4.5|. Procedure details: A solution of Boc-D-phenylglycine (15.0 g, 59.7 mmole) and proline benzyl ester hydrochloride (14.43 g, 59.7 mmole) in 60 ml of DMF was cooled to 0° C. and N,N-diisopropylethylamine (10.3 ml, 59.7 mmole) was added followed by 1-hydroxybenzotriazole hydrate (8.1 g, 59.7 mmole) and DCC (12.3 g, 59.7 mmole). The reaction mixture was stirred for 3 days at room temperature after which it was filtered and the filtrate was evaporated to an oil under vacuum. The oil was dissolved in 200 ml of ethyl acet...